Dataset: the Open Reaction Database (ORD), a public repository of structured organic reaction records. Task: describe an organic reaction: reactants, conditions, products, and yield Reactants: [Br-], O=c1cc(-c2ccc(OCc3ccccc3)c(OCc3ccccc3)c2)oc2cc(OCC3CO3)ccc12, CO, CC(C)N, [K+]. Yields the product CC(C)NCC(O)COc1ccc2c(=O)cc(-c3ccc(OCc4ccccc4)c(OCc4ccccc4)c3)oc2c1. RXN SMILES: [Br-:43].[CH2:1]([c:2]1[cH:3][cH:4][cH:5][cH:6][cH:7]1)[O:8][c:9]1[cH:10][c:11](-[c:12]2[o:13][c:14]3[cH:15][c:16]([O:23][CH2:24][CH:25]4[CH2:26][O:27]4)[cH:17][cH:18][c:19]3[c:20](=[O:22])[cH:21]2)[cH:28][cH:29][c:30]1[O:31][CH2:32][c:33]1[cH:34][cH:35][cH:36][cH:37][cH:38]1.[CH3:45][OH:46].[CH:39]([CH3:40])([CH3:41])[NH2:42].[K+:44]>>[CH2:1]([c:2]1[cH:3][cH:4][cH:5][cH:6][cH:7]1)[O:8][c:9]1[cH:10][c:11](-[c:12]2[o:13][c:14]3[cH:15][c:16]([O:23][CH2:24][CH:25]([CH2:26][NH:42][CH:39]([CH3:40])[CH3:41])[OH:27])[cH:17][cH:18][c:19]3[c:20](=[O:22])[cH:21]2)[cH:28][cH:29][c:30]1[O:31][CH2:32][c:33]1[cH:34][cH:35][cH:36][cH:37][cH:38]1. Reactants: C(C)OP(=O)(OCC)CCC(=O)O (3-(diethyoxyphosphoryl)propanoic acid), O (water), O.[OH-].[Al+3].[OH-].[OH-] (aluminum hydroxide monohydrate). The solvent is CC(=O)C (acetone). Run at temperature 90 celsius, time 8 hour. Yields the product C(C)OP(=O)(OCC)CCC(=O)[O-].C(C)OP(=O)(OCC)CCC(=O)[O-].C(C)OP(=O)(OCC)CCC(=O)[O-].[Al+3] (Aluminum tris(3-(diethoxyphosphoryl)propanoate)). RXN SMILES: [CH2:1]([O:3][P:4]([CH2:9][CH2:10][C:11]([OH:13])=[O:12])([O:6][CH2:7][CH3:8])=[O:5])[CH3:2].O.O.[OH-].[Al+3:17].[OH-].[OH-]>CC(C)=O>[CH2:7]([O:6][P:4]([CH2:9][CH2:10][C:11]([O-:13])=[O:12])([O:3][CH2:1][CH3:2])=[O:5])[CH3:8].[CH2:7]([O:6][P:4]([CH2:9][CH2:10][C:11]([O-:13])=[O:12])([O:3][CH2:1][CH3:2])=[O:5])[CH3:8].[CH2:7]([O:6][P:4]([CH2:9][CH2:10][C:11]([O-:13])=[O:12])([O:3][CH2:1][CH3:2])=[O:5])[CH3:8].[Al+3:17] |f:2.3.4.5.6,8.9.10.11|. Procedure: Use as a reaction vessel a 500 milliliter (mL) single neck round bottomed flask fitted with a condenser with a nitrogen inlet. Charge the vessel with 3-(diethyoxyphosphoryl)propanoic acid (20.30 g) followed by the addition of water (150 mL) and aluminum hydroxide monohydrate (2.709 g). Heat the resulting solution to 90° C. and hold at that temperature for eight hours. Remove the water using a rotovap to leave behind a solid material. Add 100 mL of acetone and isolate the solid by vacuum filtrati... Starting materials: C(=O)(C(F)(F)F)O (TFA), NC(CC1=C(CCC2=NC(=NC=C2C(F)(F)F)NC=2C=NN(C2)C2CCN(CC2)C(=O)OC(C)(C)C)C=CC=C1)=O (tert-butyl 4-(4-((4-(2-(2-amino-2-oxoethyl)phenethyl)-5-(trifluoromethyl)pyrimidin-2-yl)amino)-1H-pyrazol-1-yl)piperidine-1-carboxylate). Run in C(Cl)Cl (DCM). Reaction conditions: time 8 hour. The product is N1CCC(CC1)N1N=CC(=C1)NC1=NC=C(C(=N1)CCC1=C(C=CC=C1)CC(=O)N)C(F)(F)F (2-(2-(2-(2-((1-(Piperidin-4-yl)-1H-pyrazol-4-yl)amino)-5-(trifluoromethyl)pyrimidin-4-yl)ethyl)phenyl)acetamide). The yield is 71.6%. RXN SMILES: C(O)(C(F)(F)F)=O.[NH2:8][C:9](=[O:48])[CH2:10][C:11]1[CH:47]=[CH:46][CH:45]=[CH:44][C:12]=1[CH2:13][CH2:14][C:15]1[C:20]([C:21]([F:24])([F:23])[F:22])=[CH:19][N:18]=[C:17]([NH:25][C:26]2[CH:27]=[N:28][N:29]([CH:31]3[CH2:36][CH2:35][N:34](C(OC(C)(C)C)=O)[CH2:33][CH2:32]3)[CH:30]=2)[N:16]=1>C(Cl)Cl>[NH:34]1[CH2:33][CH2:32][CH:31]([N:29]2[CH:30]=[C:26]([NH:25][C:17]3[N:16]=[C:15]([CH2:14][CH2:13][C:12]4[CH:44]=[CH:45][CH:46]=[CH:47][C:11]=4[CH2:10][C:9]([NH2:8])=[O:48])[C:20]([C:21]([F:22])([F:24])[F:23])=[CH:19][N:18]=3)[CH:27]=[N:28]2)[CH2:36][CH2:35]1. Reported procedure: TFA (2 mL) was added to a solution of tert-butyl 4-(4-((4-(2-(2-amino-2-oxoethyl)phenethyl)-5-(trifluoromethyl)pyrimidin-2-yl)amino)-1H-pyrazol-1-yl)piperidine-1-carboxylate (A137) (171 mg, 0.298 mmol) in DCM (25 mL) and the mixture was stirred at room temperature overnight. The volatiles were removed in vacuo and the resultant solid was dissolved in CHCl3 (1 mL). Cyclohexane (25 mL) was added and the resultant precipitate was removed by filtration, washed with cyclohexane (25 mL) and air dried ... Starting materials: ClC1=NC=C(C=C1)CN (2-chloro-5-aminomethyl-pyridine), ClC1=NC=C(C=C1)CCl (2-chloro-5-chloromethyl-pyridine), C1(C=2C(C(N1)=O)=CC=CC2)=O (phthalimide), [OH-].[K+] (potassium hydroxide). Run in C(C)O (ethanol), CN(C=O)C (dimethylformamide). Yields the product ClC1=NC=C(C=C1)CN1C(C=2C(C1=O)=CC=CC2)=O (N-(2-chloro-pyridin-5-yl-methyl)-phthalimide). As a reaction SMILES: [Cl:1][C:2]1[CH:7]=[CH:6][C:5]([CH2:8][NH2:9])=[CH:4][N:3]=1.ClC1C=CC(CCl)=CN=1.[C:19]1(=[O:29])N[C:22](=[O:24])[C:21]2=[CH:25][CH:26]=[CH:27][CH:28]=[C:20]12.[OH-].[K+]>C(O)C.CN(C)C=O>[Cl:1][C:2]1[CH:7]=[CH:6][C:5]([CH2:8][N:9]2[C:22](=[O:24])[C:21]3=[CH:25][CH:26]=[CH:27][CH:28]=[C:20]3[C:19]2=[O:29])=[CH:4][N:3]=1 |f:3.4|. Procedure: It is known that 2-chloro-5-aminomethyl-pyridine, an intermediate for the preparation of insecticides, is obtained when, in a first step, 2-chloro-5-chloromethyl-pyridine is reacted with phthalimide in the presence of potassium hydroxide, dimethylformamide and ethanol to give N-(2-chloro-pyridin-5-yl-methyl)-phthalimide and, in a second step, the desired 2-chloro-5-aminomethyl-pyridine is liberated from this using hydrazine hydrate in ethanol (cf. EP-A 302,389, p. 23).